This data is from the Open Reaction Database (ORD), a public repository of structured organic reaction records. The task is: describe an organic reaction: reactants, conditions, products, and yield Starting materials: BrCC(=O)OCC (ethyl bromoacetate), S1C(=CC=C1)C(=O)C1=CC(=C(C(=C1)C)O)C ((2-Thienyl) (3,5-dimethyl-4-hydroxyphenyl)ketone), [OH-].[K+] (potassium hydroxide), C1(=CC=CC=C1)O (phenol). The solvent is CN(C=O)C (dimethylformamide). Conditions: time 3 hour. Yields the product C(C)OC(COC1=C(C=C(C=C1C)C(C1=CC=CS1)=O)C)=O (Ethyl-4-(2-Thenoyl)-2,6-dimethyl-phenoxyacetate). Reaction SMILES: C1(O)C=CC=CC=1.[S:8]1[CH:12]=[CH:11][CH:10]=[C:9]1[C:13]([C:15]1[CH:20]=[C:19]([CH3:21])[C:18]([OH:22])=[C:17]([CH3:23])[CH:16]=1)=[O:14].[OH-].[K+].Br[CH2:27][C:28]([O:30][CH2:31][CH3:32])=[O:29]>CN(C)C=O>[CH2:31]([O:30][C:28](=[O:29])[CH2:27][O:22][C:18]1[C:19]([CH3:21])=[CH:20][C:15]([C:13](=[O:14])[C:9]2[S:8][CH:12]=[CH:11][CH:10]=2)=[CH:16][C:17]=1[CH3:23])[CH3:32] |f:2.3|. Reported procedure: There was kept for 3 hours at 60° C. a solution in 150 ml of dimethylformamide of 10 g of the phenol obtained according to (B), 3 g of potassium hydroxide and 9 g of ethyl bromoacetate. The mixture was filtered, the solvent evaporated, the residue dissolved in ethyl ether, and the impurities extracted in a basic aqueous solution. After concentration of the solvent, 11.2 g of the ester were obtained which melted at 89° C. Reactants: [Na].OC=C1C(OCCC1)=O (3-hydroxymethylenedihydropiran-2-one sodium salt), C(C1=CC=CC=C1)N (benzylamine). The product is C(C1=CC=CC=C1)NC=C1C(OCCC1)=O (3-benzylaminomethylenetetrahydropiran-2-one). Isolated yield 36.0%. RXN SMILES: [Na].O[CH:3]=[C:4]1[CH2:9][CH2:8][CH2:7][O:6][C:5]1=[O:10].[CH2:11]([NH2:18])[C:12]1[CH:17]=[CH:16][CH:15]=[CH:14][CH:13]=1>>[CH2:11]([NH:18][CH:3]=[C:4]1[CH2:9][CH2:8][CH2:7][O:6][C:5]1=[O:10])[C:12]1[CH:17]=[CH:16][CH:15]=[CH:14][CH:13]=1 |f:0.1,^1:0|. Reported procedure: Using 3-hydroxymethylenedihydropiran-2-one sodium salt (50 mmol) and benzylamine (55 mmol) and proceeding according to the abovementioned method A1, 3-benzylaminomethylenetetrahydropiran-2-one (3.91 g, efficiency: 69%) is produced in the form of a white powder. The reactants are [N+](=O)([O-])C1=CC2=C(N=C(S2)C=2C=CC(=NC2)N2CCN(CC2)C(=O)OC(C)(C)C)C=C1 (tert-Butyl 4-[5-(6-nitro-1,3-benzothiazol-2-yl)pyridin-2-yl]piperazine-1-carboxylate), CO (methanol), N (NH3), CO (methanol). The reagents and catalysts are [Pd] (palladium on carbon). Conditions: time 8 hour. Product: COC1=CC2=C(N=C(S2)C=2C=NC(=CC2)N2CCNCC2)C=C1 (6-Methoxy-2-(6-piperazin-1-ylpyridin-3-yl)-1,3-benzothiazole). RXN SMILES: [N+]([C:4]1[CH:31]=[CH:30][C:7]2[N:8]=[C:9]([C:11]3[CH:12]=[CH:13][C:14]([N:17]4[CH2:22][CH2:21][N:20](C(OC(C)(C)C)=O)[CH2:19][CH2:18]4)=[N:15][CH:16]=3)[S:10][C:6]=2[CH:5]=1)([O-])=O.N.[CH3:33][OH:34]>[Pd]>[CH3:33][O:34][C:4]1[CH:31]=[CH:30][C:7]2[N:8]=[C:9]([C:11]3[CH:16]=[N:15][C:14]([N:17]4[CH2:22][CH2:21][NH:20][CH2:19][CH2:18]4)=[CH:13][CH:12]=3)[S:10][C:6]=2[CH:5]=1. Procedure: tert-Butyl 4-[5-(6-nitro-1,3-benzothiazol-2-yl)pyridin-2-yl]piperazine-1-carboxylate (90 mg, 0.2 mmol) was dissolved in methanol (8 mL). After addition of 7M NH3 in methanol (2 mL), palladium on carbon (10%, 10 mg) was added and the flask was evacuated and filled with hydrogen gas. The reaction mixture was shaken under an atmosphere of hydrogen overnight. The mixture was thereafter filtered through diatomaceous earth and evaporated in vacuo. The crude product was purified by flash column chromat...